From a dataset of the Open Reaction Database (ORD), a public repository of structured organic reaction records. describe an organic reaction: reactants, conditions, products, and yield Reactants: N(=O)[O-].[Na+] (sodium nitrite), NC=1C=CC2=C(C=NS2)C1 (5-Aminobenzo[d]isothiazole), S(O)(O)(=O)=O (sulphuric acid), diazonium salt, S(O)(O)(=O)=O (sulphuric acid). Run in O (water), O (water), O (water). Run at temperature 90 celsius, time 2 hour. Yields the product S1N=CC2=C1C=CC(=C2)O (Benzo[d]isothiazol-5-ol). The yield is 30.0%. RXN SMILES: N[C:2]1[CH:3]=[CH:4][C:5]2[S:9][N:8]=[CH:7][C:6]=2[CH:10]=1.S(=O)(=O)(O)[OH:12].N([O-])=O.[Na+]>O>[S:9]1[C:5]2[CH:4]=[CH:3][C:2]([OH:12])=[CH:10][C:6]=2[CH:7]=[N:8]1 |f:2.3|. Reported procedure: 5-Aminobenzo[d]isothiazole (217 mg, 1.45 mmol) was suspended/dissolved in water (20 mL) containing concentrated sulphuric acid (1.5 mL) and heated at 90° C. for 2 h. This solution was cooled to 0° C. and sodium nitrite (105 mg, 1.52 mmol) in water (1 mL) was added over 5 min and the mixture allowed to warm to ambient temperature. The diazonium salt was added dropwise over 20 min to a solution of concentrated sulphuric acid (1 mL) in water (12 mL) at 90° C. and stirred at this temperature for 2 h... Starting materials: Cl.N(N)C1=NC=C(C=C1)S(=O)(=O)C (2-Hydrazino-5-(methylsulfonyl)pyridine hydrochloride), C(=O)(C(F)(F)F)O (TFA), FC(C(CC(=O)C1CCCCC1)=O)(F)F (4,4,4-trifluoro-1-cyclohexyl-1,3-butanedione). Run in C(C(F)(F)F)O (trifluoroethanol), C(C(F)(F)F)O (trifluoroethanol). The product is C(C)NCC (diethylamine), C1(CCCCC1)C1=CC(=NN1C1=NC=C(C=C1)S(=O)(=O)C)C(F)(F)F (2-(5-Cyclohexyl-3-trifluoromethyl-pyrazol-1-yl)-5-methanesulfonyl-pyridine). Isolated yield 86.0%. RXN SMILES: Cl.[NH:2]([C:4]1[CH:9]=[CH:8][C:7]([S:10]([CH3:13])(=[O:12])=[O:11])=[CH:6][N:5]=1)[NH2:3].C(O)(C(F)(F)F)=O.[F:21][C:22]([F:35])([F:34])[C:23](=O)[CH2:24][C:25]([CH:27]1[CH2:32][CH2:31][CH2:30][CH2:29][CH2:28]1)=O>C(O)C(F)(F)F>[CH2:4]([NH:5][CH2:6][CH3:7])[CH3:9].[CH:27]1([C:25]2[N:2]([C:4]3[CH:9]=[CH:8][C:7]([S:10]([CH3:13])(=[O:11])=[O:12])=[CH:6][N:5]=3)[N:3]=[C:23]([C:22]([F:21])([F:34])[F:35])[CH:24]=2)[CH2:32][CH2:31][CH2:30][CH2:29][CH2:28]1 |f:0.1|. Reported procedure: 2-Hydrazino-5-(methylsulfonyl)pyridine hydrochloride (425.2 mg, 1.9 mmol) and TFA (0.44 mL, 5.7 mmol) were mixed in trifluoroethanol (15 mL) and heated at reflux temperature for 15 minutes 4,4,4-trifluoro-1-cyclohexyl-1,3-butanedione (422 mg, 1.9 mmol) in trifluoroethanol (5 ml) was added. The resulting reaction mixture was heated at reflux temperature for 3 hours. The solvent was then removed in vacuo, and the residue was partitioned between EtOAc and water. The organic layer was washed with br... Reactants: ON=C1CCC1, CC(=O)OC(C)=O, CC(C)=O, CCOC(=O)C1(F)C(=O)NC(=O)NC1O, c1ccncc1. Yields the product CCOC(=O)C1(F)C(=O)NC(=O)NC1ON=C1CCC1. RXN SMILES: [C:23]1(=[N:27][OH:28])[CH2:24][CH2:25][CH2:26]1.[CH3:16][C:17]([O:18][C:19](=[O:20])[CH3:21])=[O:22].[CH3:35][C:36](=[O:37])[CH3:38].[F:1][C:2]1([C:11](=[O:12])[O:13][CH2:14][CH3:15])[C:3](=[O:10])[NH:4][C:5](=[O:9])[NH:6][CH:7]1[OH:8].[cH:29]1[cH:30][cH:31][n:32][cH:33][cH:34]1>>[F:1][C:2]1([C:11](=[O:12])[O:13][CH2:14][CH3:15])[C:3](=[O:10])[NH:4][C:5](=[O:9])[NH:6][CH:7]1[O:8][N:27]=[C:23]1[CH2:24][CH2:25][CH2:26]1. Starting materials: CCOC(=O)CC1=NS(=O)(=O)c2ccccc2N1, C1CCOC1, ClC(Cl)Cl, Cl. Yields the product O=C(O)CC1=NS(=O)(=O)c2ccccc2N1. RXN SMILES: [CH2:1]([CH3:2])[O:3][C:4]([CH2:5][C:6]1=[N:7][S:8](=[O:16])(=[O:17])[c:9]2[c:10]([cH:12][cH:13][cH:14][cH:15]2)[NH:11]1)=[O:18].[CH2:23]1[O:24][CH2:25][CH2:26][CH2:27]1.[CH:19]([Cl:20])([Cl:21])[Cl:22].[ClH:28]>>[O:3]=[C:4]([CH2:5][C:6]1=[N:7][S:8](=[O:16])(=[O:17])[c:9]2[c:10]([cH:12][cH:13][cH:14][cH:15]2)[NH:11]1)[OH:18]. Procedure: Following the procedure of Example 40, 2-chloro-N-7,8,9,10-tetrahydro-6H-benzo[b]cyclohepta[d]furan-2-ylacetamide (0.13 g, 0.45 mmol), water (0.010 mL, 0.56 mmol), and potassium tert-butoxide (0.10 g, 0.90 mmol) in dimethylformamide (5 mL) provided 2-tert-butoxy-N-7,8,9,10-tetrahydro-6H-benzo[b]cyclohepta[d]furan-2-ylacetamide (0.015 g) after reverse-phase HPLC purification.MS (ES) m/z 260.1 ([M+H]+). Yield: 10.6%. Product: C(C)(C)(C)OCC(=O)NC1=CC2=C(OC3=C2CCCCC3)C=C1 (2-tert-butoxy-N-7,8,9,10-tetrahydro-6H-benzo[b]cyclohepta[d]furan-2-ylacetamide). Reactants: ClCC(=O)NC1=CC2=C(OC3=C2CCCCC3)C=C1 (2-chloro-N-7,8,9,10-tetrahydro-6H-benzo[b]cyclohepta[d]furan-2-ylacetamide), O (water), CC(C)([O-])C.[K+] (potassium tert-butoxide). Run in CN(C=O)C (dimethylformamide). RXN SMILES: Cl[CH2:2][C:3]([NH:5][C:6]1[CH:19]=[CH:18][C:9]2[O:10][C:11]3[CH2:17][CH2:16][CH2:15][CH2:14][CH2:13][C:12]=3[C:8]=2[CH:7]=1)=[O:4].O.[CH3:21][C:22]([CH3:25])([O-:24])[CH3:23].[K+]>CN(C)C=O>[C:22]([O:24][CH2:2][C:3]([NH:5][C:6]1[CH:19]=[CH:18][C:9]2[O:10][C:11]3[CH2:17][CH2:16][CH2:15][CH2:14][CH2:13][C:12]=3[C:8]=2[CH:7]=1)=[O:4])([CH3:25])([CH3:23])[CH3:21] |f:2.3|. Reactants: C(C)(C)OC(C)C (isopropyl ether), C(#N)C1C(C2=CC=CC(=C2CC1)OC)O (2-cyano-5-methoxy-1,2,3,4-tetrahydro-1-naphthol), C(C)(=O)OCC (ethyl acetate), Cl (HCl). The solvent is N1=CC=CC=C1 (pyridine). The product is C(#N)C1=CC2=CC=CC(=C2CC1)OC (2-cyano-5-methoxy-3,4-dihydronaphthalene). Reaction SMILES: [C:1]([CH:3]1[CH2:12][CH2:11][C:10]2[C:5](=[CH:6][CH:7]=[CH:8][C:9]=2[O:13][CH3:14])[CH:4]1O)#[N:2].Cl.C(OCC)(=O)C.C(OC(C)C)(C)C>N1C=CC=CC=1>[C:1]([C:3]1[CH2:12][CH2:11][C:10]2[C:5](=[CH:6][CH:7]=[CH:8][C:9]=2[O:13][CH3:14])[CH:4]=1)#[N:2]. Procedure details: A mixture of the compound obtained in step (iv) above (16.2 g, 0.079 mol) and POCl (30 ml, 0.32 mol) in pyridine (200 ml) is heated for 3 hours to 120° C. ext.. The reaction mixture is then cooled and made acidic by the dropwise addition of 2N HCl. The solution is treated with ethyl acetate, the organic phase is recovered, washed with a saturated sodium bicarbonate solution and then with water. The organic phase is dried over sodium sulfate, filtered and concentrated to dryness yielding the comp...